This data is from the Open Reaction Database (ORD), a public repository of structured organic reaction records. The task is: describe an organic reaction: reactants, conditions, products, and yield Reactants: CCO, Cl, [K+], [OH-], CCOC(=O)c1ccc(Cc2cc3cc(S(C)(=O)=O)ccc3n2S(=O)(=O)c2ccccc2)o1. Product: CCOC(=O)c1ccc(Cc2cc3cc(S(C)(=O)=O)ccc3[nH]2)o1. Reaction SMILES: [CH3:37][CH2:38][OH:39].[ClH:36].[K+:35].[OH-:34].[c:1]1([S:2](=[O:3])(=[O:4])[n:10]2[c:11]([CH2:23][c:24]3[cH:25][cH:26][c:27]([C:29](=[O:30])[O:31][CH2:32][CH3:33])[o:28]3)[cH:12][c:13]3[cH:14][c:15]([S:19](=[O:20])(=[O:21])[CH3:22])[cH:16][cH:17][c:18]23)[cH:5][cH:6][cH:7][cH:8][cH:9]1>>[nH:10]1[c:11]([CH2:23][c:24]2[cH:25][cH:26][c:27]([C:29](=[O:30])[O:31][CH2:32][CH3:33])[o:28]2)[cH:12][c:13]2[cH:14][c:15]([S:19](=[O:20])(=[O:21])[CH3:22])[cH:16][cH:17][c:18]12.